From a dataset of the Open Reaction Database (ORD), a public repository of structured organic reaction records. describe an organic reaction: reactants, conditions, products, and yield Starting materials: CCCCCCSc1c(O)cc(C)oc1=O, CC(=O)O, OO. The product is CCCCCCS(=O)c1c(O)cc(C)oc1=O. RXN SMILES: [CH2:1]([CH2:2][CH2:3][CH2:4][CH2:5][CH3:6])[S:7][c:8]1[c:9](=[O:16])[o:10][c:11]([CH3:15])[cH:12][c:13]1[OH:14].[CH3:19][C:20](=[O:21])[OH:22].[OH:17][OH:18]>>[CH2:1]([CH2:2][CH2:3][CH2:4][CH2:5][CH3:6])[S:7]([c:8]1[c:9](=[O:16])[o:10][c:11]([CH3:15])[cH:12][c:13]1[OH:14])=[O:17].